This data is from the Open Reaction Database (ORD), a public repository of structured organic reaction records. The task is: describe an organic reaction: reactants, conditions, products, and yield Starting materials: Brc1nsc2nccnc12, CO, NCCCN. Yields the product NCCCNc1nsc2nccnc12. RXN SMILES: [Br:1][c:2]1[n:3][s:4][c:5]2[n:6][cH:7][cH:8][n:9][c:10]12.[CH3:16][OH:17].[NH2:11][CH2:12][CH2:13][CH2:14][NH2:15]>>[c:2]1([NH:11][CH2:12][CH2:13][CH2:14][NH2:15])[n:3][s:4][c:5]2[n:6][cH:7][cH:8][n:9][c:10]12. Reactants: O (Water), [H-].[Na+] (sodium hydride), BrC(C)C1=CC=C(C=C1)F (1-(1-bromoethyl)-4-fluorobenzene), BrC1=C2CCNC(C2=CC=C1)=O (5-bromo-3,4-dihydroisoquinolin-1(2H)-one). Solvent: C(C)(=O)OCC (ethyl acetate), CN(C=O)C (dimethylformamide), CN(C=O)C (dimethylformamide), CN(C=O)C (dimethylformamide). Reaction conditions: time 20 hour. Product: BrC1=C2CCN(C(C2=CC=C1)=O)C(C)C1=CC=C(C=C1)F (5-Bromo-2-[1-(4-fluorophenyl)ethyl]-3,4-dihydroisoquinolin-1(2H)-one). The yield is 140.7%. As a reaction SMILES: [Br:1][C:2]1[CH:11]=[CH:10][CH:9]=[C:8]2[C:3]=1[CH2:4][CH2:5][NH:6][C:7]2=[O:12].[H-].[Na+].Br[CH:16]([C:18]1[CH:23]=[CH:22][C:21]([F:24])=[CH:20][CH:19]=1)[CH3:17].O>CN(C)C=O.C(OCC)(=O)C>[Br:1][C:2]1[CH:11]=[CH:10][CH:9]=[C:8]2[C:3]=1[CH2:4][CH2:5][N:6]([CH:16]([C:18]1[CH:23]=[CH:22][C:21]([F:24])=[CH:20][CH:19]=1)[CH3:17])[C:7]2=[O:12] |f:1.2|. Procedure: A solution of 0.15 g of 5-bromo-3,4-dihydroisoquinolin-1(2H)-one in 5 cm3 of dimethylformamide is poured into a mixture containing 31 mg of sodium hydride (60% in oil) and 10 cm3 of dimethylformamide at a temperature close to 20° C. under an inert atmosphere. Then a solution of 0.2 g of 1-(1-bromoethyl)-4-fluorobenzene in 5 cm3 of dimethylformamide is poured into the reaction mixture. The latter is stirred for 20 h at a temperature close to 20° C. Water and ethyl acetate are added to the reactio... The reactants are [Li]CCCC (n-BuLi), C(CC(=O)[O-])(=O)OCC (monoethyl malonate), C(CCCCCCCCC)(=O)Cl (decanoyl chloride). Run in C1CCOC1 (THF). Conditions: temperature 0 celsius, time 1 hour. Yields the product O=C(CC(=O)OCC)CCCCCCCCC (ethyl 3-oxododecanoate). The yield is 120.2%. As a reaction SMILES: [C:1]([O:7][CH2:8][CH3:9])(=[O:6])[CH2:2][C:3]([O-:5])=O.[Li]CCCC.[C:15](Cl)(=O)[CH2:16][CH2:17][CH2:18][CH2:19][CH2:20][CH2:21][CH2:22][CH2:23]C>C1COCC1>[O:5]=[C:3]([CH2:15][CH2:16][CH2:17][CH2:18][CH2:19][CH2:20][CH2:21][CH2:22][CH3:23])[CH2:2][C:1]([O:7][CH2:8][CH3:9])=[O:6]. Reported procedure: A stirred solution of monoethyl malonate (1.26 g, 9.6 mmol) in 25 mL anhydrous THF was cooled to −78° C. under an argon atmosphere, and n-BuLi (2.5 M, 8 mL, 20 mmol) was added drop-wise via an air-tight syringe. After the addition, the temperature was raised to 0° C., and the stirring was continued for 1 hour. The mixture was then re-cooled to −78° C., and decanoyl chloride (1.044 mL, 5 mmol) was added drop-wise via an air-tight syringe. The mixture was stirred for one hour at −78° C., 30 minute... The reactants are ClC1=C(C(=O)NC=2C(=NNC2)C2=NC3=C(N2)C=CC(=C3)CN3CCOCC3)C(=CC=C1)Cl (2,6-dichloro-N-[3-(5-morpholin-4-ylmethyl-1H-benzimidazol-2-yl)-1H-pyrazol-4-yl]-benzamide), FC1=C(C(=O)NC=2C(=NNC2)C(=O)O)C(=CC=C1)F (4-(2,6-difluoro-benzoylamino)-1H-pyrazole-3-carboxylic acid), CC=1C(=C(C=CC1C)N)N (3,4-dimethyl-1,2-phenylene diamine). The product is CC1=C(C=CC=2NC(=NC21)C2=NNC=C2NC(C2=C(C=CC=C2F)F)=O)C (N-[3-(4,5-dimethyl-1H-benzimidazol-2-yl)-1H-pyrazol-4-yl]-2,6-difluoro-benzamide). As a reaction SMILES: ClC1C=CC=C(Cl)C=1C(NC1C(C2NC3C=CC(CN4CCOCC4)=CC=3N=2)=NNC=1)=O.[F:33][C:34]1[CH:50]=[CH:49][CH:48]=[C:47]([F:51])[C:35]=1[C:36]([NH:38][C:39]1[C:40]([C:44](O)=O)=[N:41][NH:42][CH:43]=1)=[O:37].[CH3:52][C:53]1[C:54]([NH2:61])=[C:55]([NH2:60])[CH:56]=[CH:57][C:58]=1[CH3:59]>>[CH3:52][C:53]1[C:54]2[N:61]=[C:44]([C:40]3[C:39]([NH:38][C:36](=[O:37])[C:35]4[C:34]([F:33])=[CH:50][CH:49]=[CH:48][C:47]=4[F:51])=[CH:43][NH:42][N:41]=3)[NH:60][C:55]=2[CH:56]=[CH:57][C:58]=1[CH3:59]. Procedure details: The compound was prepared in a manner analogous to 2,6-dichloro-N-[3-(5-morpholin-4-ylmethyl-1H-benzimidazol-2-yl)-1H-pyrazol-4-yl]-benzamide (Example 94E), but using 4-(2,6-difluoro-benzoylamino)-1H-pyrazole-3-carboxylic acid (Example 16D) and 3,4-dimethyl-1,2-phenylene diamine to give N-[3-(4,5-dimethyl-1H-benzimidazol-2-yl)-1H-pyrazol-4-yl]-2,6-difluoro-benzamide (89 mg) as a pale orange solid. (LC/MS: Rt 2.98, [M+H]+ 368.15). Starting materials: N#Cc1ccc(C(=O)Cl)cc1, CCCC(=O)OCC, C=Cc1ccccc1, CCCCCCCCN(CCCCCCCC)CCCCCCCC. The product is N#Cc1ccc(C=Cc2ccccc2)cc1. As a reaction SMILES: [C:1](#[N:2])[c:3]1[cH:4][cH:5][c:6]([C:7]([Cl:8])=[O:9])[cH:10][cH:11]1.[C:45]([O:46][CH2:47][CH3:48])(=[O:49])[CH2:50][CH2:51][CH3:52].[CH2:12]=[CH:13][c:14]1[cH:15][cH:16][cH:17][cH:18][cH:19]1.[CH2:20]([N:21]([CH2:22][CH2:23][CH2:24][CH2:25][CH2:26][CH2:27][CH2:28][CH3:29])[CH2:30][CH2:31][CH2:32][CH2:33][CH2:34][CH2:35][CH2:36][CH3:37])[CH2:38][CH2:39][CH2:40][CH2:41][CH2:42][CH2:43][CH3:44]>>[C:1](#[N:2])[c:3]1[cH:4][cH:5][c:6]([CH:7]=[CH:13][c:14]2[cH:15][cH:16][cH:17][cH:18][cH:19]2)[cH:10][cH:11]1.